This data is from the Open Reaction Database (ORD), a public repository of structured organic reaction records. The task is: describe an organic reaction: reactants, conditions, products, and yield Reactants: C(#N)C1=CC=C(C=C1)NN=C1CCCN2C1=NC1=CC=CC=C1C2=O (6-[(4-Cyano-phenyl)-hydrazono]-6,7,8,9-tetrahydro-11H-pyrido[2,1-b]quinazoline-11-one), polyphosphoric acid, [OH-].[NH4+] (ammonium hydroxide). Run in O (water). The product is C(#N)C=1C=C2C(=CC1)NC1=C2CCN2C1=NC=1C=CC=CC1C2=O (10-cyano-7,8-dihydro-5H,13H-indolo[2',3';3,4]-pyrido[2,1-b]quinazoline-5-one). The yield is 92.0%. As a reaction SMILES: C(C1C=CC(N[N:10]=[C:11]2[C:16]3=[N:17][C:18]4[C:23]([C:24](=[O:25])[N:15]3[CH2:14][CH2:13][CH2:12]2)=[CH:22][CH:21]=[CH:20][CH:19]=4)=CC=1)#N.[OH-].[NH4+:27]>O>[C:24]([C:23]1[CH:22]=[C:21]2[C:12]3[CH2:13][CH2:14][N:15]4[C:24](=[O:25])[C:23]5[CH:22]=[CH:21][CH:20]=[CH:19][C:18]=5[N:17]=[C:16]4[C:11]=3[NH:10][C:20]2=[CH:19][CH:18]=1)#[N:27] |f:1.2|. Procedure: 1 g. of 6-[(4-Cyano-phenyl)-hydrazono]-6,7,8,9-tetrahydro-11H-pyrido[2,1-b]quinazoline-11-one is heated in 10 g. of polyphosphoric acid at 180° C. for 30 minutes. After cooling the reaction mixture is diluted with 40 ml. of water and the pH is adjusted to 5 by adding 25 V/W% ammonium hydroxide solution. The precipitated product is filtered, washed with water and dried. 0.88 g. (92%) of 10-cyano-7,8-dihydro-5H,13H-indolo[2',3';3,4]-pyrido[2,1-b]quinazoline-5-one are obtained which after recrystal... Starting materials: C(C)(C)OC(=O)Cl (isopropylchloroformate), [Cl-].[NH4+] (ammonium chloride), [Na+].C(C)OC(CCC(C(=O)[O-])(C)C)=O (5-ethoxy-2,2-dimethyl-5-oxo-pentanoic acid sodium salt), [BH4-].[Na+] (NaBH4). Run in CO (methanol), C1CCOC1.CN(C)C=O (THF DMF), C(C)(=O)OCC (ethyl acetate). Reaction conditions: time 20 hour. Yields the product OCC(CCC(=O)OCC)(C)C (ethyl 5-hydroxy-4,4-dimethyl-pentanoate). The yield is 75.1%. As a reaction SMILES: [Na+].[CH2:2]([O:4][C:5](=[O:14])[CH2:6][CH2:7][C:8]([CH3:13])([CH3:12])[C:9]([O-])=[O:10])[CH3:3].C(OC(Cl)=O)(C)C.[BH4-].[Na+].[Cl-].[NH4+]>C1COCC1.CN(C=O)C.C(OCC)(=O)C.CO>[OH:10][CH2:9][C:8]([CH3:12])([CH3:13])[CH2:7][CH2:6][C:5]([O:4][CH2:2][CH3:3])=[O:14] |f:0.1,3.4,5.6,7.8|. Procedure details: To a solution of acid from Step 1 (2.92 g, 13.9 mmol) in a mixture of THF/DMF (5:1, 60 mL) was added isopropylchloroformate (2.71 mL, 20.9 mmol). After 20 h of stirring at room temperature, the solution was cooled to 0° C. and NaBH4 (1.06 g, 27.9 mmol) followed methanol (5 mL) was added to the solution. After 30 min of stirring, a saturated aqueous solution of ammonium chloride was added (20 mL) and followed by ethyl acetate (20 mL). The layers were separated and the aqueous layer was extracted ... The reactants are COC(=O)CC[C@@H](C(=O)O)N (L-glutamic acid-γ-methyl ester), C(C)N (ethylamine), C(C)(=O)CC(C)=O (acetylacetone), C(C)(C)NC(C)C (diisopropylamine). Solvent: CO (methanol). Conditions: temperature 60 celsius. Yields the product N[C@@H](CCC(=O)NCC)C(=O)O (theanine). Isolated yield 75.9%. As a reaction SMILES: CO[C:3]([CH2:5][CH2:6][C@H:7]([NH2:11])[C:8]([OH:10])=[O:9])=[O:4].C(CC(=O)C)(=O)C.[CH:19]([NH:22]C(C)C)(C)[CH3:20].C(N)C>CO>[NH2:11][C@H:7]([C:8]([OH:10])=[O:9])[CH2:6][CH2:5][C:3]([NH:22][CH2:19][CH3:20])=[O:4]. Procedure details: First, 5.0 g (31 mmol) of L-glutamic acid-γ-methyl ester was suspended in 15 mL of methanol. To this, 3.4 g (34 mmol) of acetylacetone and 3.1 g (31 mmol) of diisopropylamine were added. The mixture was heated at 60° C. for 2 hours. Subsequently, 20 g (310 mmol) of 70% ethylamine was added to the mixture and the same procedure as in Example 1 was performed to obtain 4.1 g of theanine (yield: 75.9%). The obtained theanine had the same purity as high as in Example 1. The reactants are O=C(Nc1c[nH]c2ncc(Br)c(F)c12)c1cnccn1, CCCCO, CC(C)(C)OC(=O)NC1CCCNC1. Product: CC(C)(C)OC(=O)NC1CCCN(c2c(Br)cnc3[nH]cc(NC(=O)c4cnccn4)c23)C1. As a reaction SMILES: [Br:1][c:2]1[c:3]([F:20])[c:4]2[c:5]([n:6][cH:7]1)[nH:8][cH:9][c:10]2[NH:11][C:12](=[O:13])[c:14]1[n:15][cH:16][cH:17][n:18][cH:19]1.[CH2:35]([OH:36])[CH2:37][CH2:38][CH3:39].[NH:21]1[CH2:22][CH:23]([NH:27][C:28]([O:29][C:30]([CH3:31])([CH3:32])[CH3:33])=[O:34])[CH2:24][CH2:25][CH2:26]1>>[Br:1][c:2]1[c:3]([N:21]2[CH2:22][CH:23]([NH:27][C:28]([O:29][C:30]([CH3:31])([CH3:32])[CH3:33])=[O:34])[CH2:24][CH2:25][CH2:26]2)[c:4]2[c:5]([n:6][cH:7]1)[nH:8][cH:9][c:10]2[NH:11][C:12](=[O:13])[c:14]1[n:15][cH:16][cH:17][n:18][cH:19]1. The reactants are C(C)I (ethyl iodide), C([O-])([O-])=O.[K+].[K+] (potassium carbonate), OC1=C(C=O)C=CC(=C1)C(F)(F)F (2-hydroxy-4-(trifluoromethyl)benzaldehyde). Solvent: O (water), CN(C=O)C (dimethylformamide). Run at temperature 70 celsius, time 2 hour. Yields the product C(C)OC1=C(C=O)C=CC(=C1)C(F)(F)F (2-ethoxy-4-(trifluoromethyl)benzaldehyde). Yield: 65.4%. RXN SMILES: [OH:1][C:2]1[CH:9]=[C:8]([C:10]([F:13])([F:12])[F:11])[CH:7]=[CH:6][C:3]=1[CH:4]=[O:5].[CH2:14](I)[CH3:15].C(=O)([O-])[O-].[K+].[K+]>CN(C)C=O.O>[CH2:14]([O:1][C:2]1[CH:9]=[C:8]([C:10]([F:11])([F:12])[F:13])[CH:7]=[CH:6][C:3]=1[CH:4]=[O:5])[CH3:15] |f:2.3.4|. Procedure details: 0.80 g of 2-hydroxy-4-(trifluoromethyl)benzaldehyde was dissolved in 8 ml dimethylformamide, and 0.78 g of ethyl iodide and 0.69 g of potassium carbonate were added, and the mixture was stirred at 70° C. for 2 hours. The reaction solution was diluted with water and then extracted with ethyl acetate. The organic layer was successively washed with 1N hydrochloric acid and brine, dried over anhydrous magnesium sulfate and the solvent was evaporated. The residue was subjected to silica gel column ch... RXN SMILES: [H-].[Na+].[Cl:3][C:4]1[CH:9]=[CH:8][C:7]([CH2:10][N:11]2[CH2:15][CH2:14][NH:13][C:12]2=[N:16][N+:17]([O-:19])=[O:18])=[CH:6][N:5]=1.[H][H].[CH:22](Br)([CH3:24])[CH3:23]>CN(C)C=O>[Cl:3][C:4]1[CH:9]=[CH:8][C:7]([CH2:10][N:11]2[CH2:15][CH2:14][N:13]([CH:22]([CH3:24])[CH3:23])[C:12]2=[N:16][N+:17]([O-:19])=[O:18])=[CH:6][N:5]=1 |f:0.1|. Procedure: 0.4 g of sodium hydride 60% in oil was added portionwise to a solution of 2.6 g of 1-(2-chloro-5-pyridylmethyl)-2-nitroiminoimidazolidine in 20 ml of dry dimethylformamide. The mixture was stirred at room temperature until the evolution of hydrogen ceased. A solution of 1.5 g of isopropyl bromide in 5 ml of dry dimethylformamide was added dropwise to the mixture at room temperature and stirred for 3 hours at room temperature after the addition. The reaction mixture was then poured into ice water... Yields the product ClC1=NC=C(C=C1)CN1C(N(CC1)C(C)C)=N[N+](=O)[O-] (1-(2-chloro-5-pyridylmethyl)-3-isopropyl-2-nitroiminoimidazolidine). The solvent is CN(C=O)C (dimethylformamide), CN(C=O)C (dimethylformamide). Run at time 3 hour. Reactants: C(C)(C)Br (isopropyl bromide), ice water, [H-].[Na+] (sodium hydride), ClC1=NC=C(C=C1)CN1C(NCC1)=N[N+](=O)[O-] (1-(2-chloro-5-pyridylmethyl)-2-nitroiminoimidazolidine), [H][H] (hydrogen). Reactants: OCC(CCCCC=C)OC (8-hydroxy-7-methoxy-1-octene), [H-].[Na+] (sodium hydride), S(=O)(=O)([O-])C1=CC=C(C)C=C1 (tosylate), C(CCCCCCCCCCCCCCC)O (1-hexadecanol). The solvent is CN(C=O)C (dimethylformamide), O (water), CN(C=O)C (dimethylformamide). Run at time 18 hour. Yields the product C(CCCCCCCCCCCCCCC)OCC(CCCCC=C)OC (8-(Hexadecyloxy)-7-methoxy-1-octene). Reaction SMILES: [H-].[Na+].[OH:3][CH2:4][CH:5]([O:12][CH3:13])[CH2:6][CH2:7][CH2:8][CH2:9][CH:10]=[CH2:11].S(C1C=CC(C)=CC=1)([O-])(=O)=O.[CH2:25](O)[CH2:26][CH2:27][CH2:28][CH2:29][CH2:30][CH2:31][CH2:32][CH2:33][CH2:34][CH2:35][CH2:36][CH2:37][CH2:38][CH2:39][CH3:40]>CN(C)C=O.O>[CH2:40]([O:3][CH2:4][CH:5]([O:12][CH3:13])[CH2:6][CH2:7][CH2:8][CH2:9][CH:10]=[CH2:11])[CH2:39][CH2:38][CH2:37][CH2:36][CH2:35][CH2:34][CH2:33][CH2:32][CH2:31][CH2:30][CH2:29][CH2:28][CH2:27][CH2:26][CH3:25] |f:0.1|. Reported procedure: To a suspension of 7.4 g of 60% sodium hydride in 100 ml of dimethylformamide was added a solution of 8-hydroxy-7-methoxy-1-octene in 150 ml of dimethylformamide over 1.5 hours. A 63.4 g portion of the tosylate of 1-hexadecanol was added and the mixture was stirred for 18 hours, poured into water and extracted with ether. The ether solution was dried and evaporated. The residue was purified by chromatography giving 41.5 g of the title compound as a oil.